Dataset: the Open Reaction Database (ORD), a public repository of structured organic reaction records. Task: describe an organic reaction: reactants, conditions, products, and yield The reactants are C(CCC)OC(=O)C=1N=C(C2=CC=C(C=C2C1O)OC1=CC2=C(OCO2)C=C1)C#N (6-(benzo[1,3]dioxol-5-yloxy)-1-cyano-4-hydroxy-isoquinoline-3-carboxylic acid butyl ester), NCC(=O)O (glycine). Product: O1COC2=C1C=CC(=C2)OC=2C=C1C(=C(N=C(C1=CC2)C#N)C(=O)NCC(=O)O)O ({[6-(Benzo[1,3]dioxol-5-yloxy)-1-cyano-4-hydroxy-isoquinoline-3-carbonyl]-amino}-acetic acid). Reaction SMILES: C(O[C:6]([C:8]1[N:9]=[C:10]([C:29]#[N:30])[C:11]2[C:16]([C:17]=1[OH:18])=[CH:15][C:14]([O:19][C:20]1[CH:28]=[CH:27][C:23]3[O:24][CH2:25][O:26][C:22]=3[CH:21]=1)=[CH:13][CH:12]=2)=[O:7])CCC.[NH2:31][CH2:32][C:33]([OH:35])=[O:34]>>[O:24]1[C:23]2[CH:27]=[CH:28][C:20]([O:19][C:14]3[CH:15]=[C:16]4[C:11](=[CH:12][CH:13]=3)[C:10]([C:29]#[N:30])=[N:9][C:8]([C:6]([NH:31][CH2:32][C:33]([OH:35])=[O:34])=[O:7])=[C:17]4[OH:18])=[CH:21][C:22]=2[O:26][CH2:25]1. Reported procedure: Prepared in analogy to example 31h from 6-(benzo[1,3]dioxol-5-yloxy)-1-cyano-4-hydroxy-isoquinoline-3-carboxylic acid butyl ester and glycine. ESI MS (m/z): 408 (M+H)+.